From a dataset of the Open Reaction Database (ORD), a public repository of structured organic reaction records. describe an organic reaction: reactants, conditions, products, and yield Reaction conditions: time 5 minute. Procedure: ((4S,5S)-5-[3,5-bis(trifluoromethyl)phenyl]-4-methyl-1,3-oxazolidin-2-one) (46.2 mg, 0.148 mmol) was placed in a dry flask and DMA (3 mL) was added. NaHMDS (296 μL of a 1M solution in THF, 0.296 mmol) was added and the reaction was stirred for 5 min. At this time, 2′-(bromomethyl)-5-isopropyl-4′-(trifluoromethyl)biphenyl-2-yl methyl ether (80.0 mg, 0.207 mmol) was added by cannula in DMA (2 mL). After 30 min, the reaction was quenched with saturated NH4Cl (2 mL). The mixture was diluted with EtO... Starting materials: C[Si](C)(C)[N-][Si](C)(C)C.[Na+] (NaHMDS), solution, COC=1C(=CC(=CC1)C(C)C)C1=C(C=C(C=C1)C(F)(F)F)CBr (2′-(bromomethyl)-5-isopropyl-4′-(trifluoromethyl)biphenyl-2-yl methyl ether), FC(C=1C=C(C=C(C1)C(F)(F)F)[C@H]1[C@@H](NC(O1)=O)C)(F)F ((4S,5S)-5-[3,5-bis(trifluoromethyl)phenyl]-4-methyl-1,3-oxazolidin-2-one). The solvent is C1CCOC1 (THF), CC(=O)N(C)C (DMA), CC(=O)N(C)C (DMA). Product: FC(C=1C=C(C=C(C1)C(F)(F)F)[C@H]1[C@@H](N(C(O1)=O)CC1=C(C=CC(=C1)C(F)(F)F)C1=C(C=CC(=C1)C(C)C)OC)C)(F)F ((4S,5S)-5-[3,5-bis(trifluoromethyl)phenyl]-3-{[5′-isopropyl-2′-methoxy-4-(trifluoromethyl)biphenyl-2-yl]methyl}-4-methyl-1,3-oxazolidin-2-one). Reaction SMILES: [F:1][C:2]([F:21])([F:20])[C:3]1[CH:4]=[C:5]([C@@H:13]2[O:17][C:16](=[O:18])[NH:15][C@H:14]2[CH3:19])[CH:6]=[C:7]([C:9]([F:12])([F:11])[F:10])[CH:8]=1.C[Si]([N-][Si](C)(C)C)(C)C.[Na+].[CH3:32][O:33][C:34]1[C:35]([C:43]2[CH:48]=[CH:47][C:46]([C:49]([F:52])([F:51])[F:50])=[CH:45][C:44]=2[CH2:53]Br)=[CH:36][C:37]([CH:40]([CH3:42])[CH3:41])=[CH:38][CH:39]=1>C1COCC1.CC(N(C)C)=O>[F:21][C:2]([F:1])([F:20])[C:3]1[CH:4]=[C:5]([C@@H:13]2[O:17][C:16](=[O:18])[N:15]([CH2:53][C:44]3[CH:45]=[C:46]([C:49]([F:50])([F:51])[F:52])[CH:47]=[CH:48][C:43]=3[C:35]3[CH:36]=[C:37]([CH:40]([CH3:42])[CH3:41])[CH:38]=[CH:39][C:34]=3[O:33][CH3:32])[C@H:14]2[CH3:19])[CH:6]=[C:7]([C:9]([F:10])([F:11])[F:12])[CH:8]=1 |f:1.2|. The reactants are C([O-])(O)=O.[Na+] (sodium bicarbonate), fumarate salt, N(=[N+]=[N-])CC[C@H](C1=NOC=C1)OC1=C(C#N)C=C(C(=C1)C)F (2-[[(1R)-3-Azido -1-(3-isoxazolyl)propyl]oxy]-5-fluoro-4-methyl-benzonitrile), O1CCCC1 (tetrahydrofuran), C1(=CC=CC=C1)P(C1=CC=CC=C1)C1=CC=CC=C1 (triphenylphosphine). Solvent: O (water). Reaction conditions: time 36 hour. Product: C(\C=C\C(=O)O)(=O)O.NCC[C@H](C1=NOC=C1)OC1=C(C#N)C=C(C(=C1)C)F (2-[[(1R)-3-Amino-1-(3-isoxazolyl)propyl]oxy]-5-fluoro-4-methyl-benzonitrile fumarate). Reaction SMILES: [N:1]([CH2:4][CH2:5][C@@H:6]([O:12][C:13]1[CH:20]=[C:19]([CH3:21])[C:18]([F:22])=[CH:17][C:14]=1[C:15]#[N:16])[C:7]1[CH:11]=[CH:10][O:9][N:8]=1)=[N+]=[N-].[O:23]1CCCC1.C1(P(C2C=CC=CC=2)C2C=CC=CC=2)C=CC=CC=1.[C:47](=[O:50])([OH:49])[O-].[Na+]>O>[C:10]([OH:23])(=[O:9])/[CH:11]=[CH:7]/[C:47]([OH:49])=[O:50].[NH2:1][CH2:4][CH2:5][C@@H:6]([O:12][C:13]1[CH:20]=[C:19]([CH3:21])[C:18]([F:22])=[CH:17][C:14]=1[C:15]#[N:16])[C:7]1[CH:11]=[CH:10][O:9][N:8]=1 |f:3.4,6.7|. Procedure: The solution produced in step (a) was treated with tetrahydrofuran (10 ml), water (1 ml) and triphenylphosphine (0.3 g) and stirred at ambient temperature for 36 h. The mixture was poured into saturated sodium bicarbonate (20 ml) and extracted into ethyl acetate. The extract was evaporated to dryness and the residue loaded onto an ion exchange resin (SCX isolute) and washed with acetonitrile and methanol. The product was eluted off the column with 7M ammonia in methanol to give an oil which was ...